This data is from the Open Reaction Database (ORD), a public repository of structured organic reaction records. The task is: describe an organic reaction: reactants, conditions, products, and yield Reactants: CCCC(Oc1ccccc1Br)C(=O)OCC, CO, [Na+], [OH-], O. The product is CCCC(Oc1ccccc1Br)C(=O)O. Reaction SMILES: [Br:1][c:2]1[c:3]([O:4][CH:5]([C:6](=[O:7])[O:8][CH2:9][CH3:10])[CH2:11][CH2:12][CH3:13])[cH:14][cH:15][cH:16][cH:17]1.[CH3:18][OH:19].[Na+:21].[OH-:20].[OH2:22]>>[Br:1][c:2]1[c:3]([O:4][CH:5]([C:6](=[O:7])[OH:8])[CH2:11][CH2:12][CH3:13])[cH:14][cH:15][cH:16][cH:17]1. Starting materials: CN(C=1C=C(C(=O)OC)C=C(C1N1CCCCC1)N(C)C)C (methyl 3,5-bis(dimethylamino)-4-piperidinobenzoate), O1CCCC1 (tetrahydrofuran), O1CCCC1 (tetrahydrofuran), [H-].[Al+3].[Li+].[H-].[H-].[H-] (lithium aluminum hydride), [H-].[Al+3].[Li+].[H-].[H-].[H-] (lithium aluminum hydride). The solvent is C(C)(=O)OCC (ethyl acetate). Product: CN(C=1C=C(CO)C=C(C1N1CCCCC1)N(C)C)C (3,5-bis(dimethylamino)-4-piperidinobenzyl alcohol). RXN SMILES: [CH3:1][N:2]([CH3:22])[C:3]1[CH:4]=[C:5]([CH:10]=[C:11]([N:19]([CH3:21])[CH3:20])[C:12]=1[N:13]1[CH2:18][CH2:17][CH2:16][CH2:15][CH2:14]1)[C:6](OC)=[O:7].O1CCCC1.[H-].[Al+3].[Li+].[H-].[H-].[H-]>C(OCC)(=O)C>[CH3:1][N:2]([CH3:22])[C:3]1[CH:4]=[C:5]([CH:10]=[C:11]([N:19]([CH3:21])[CH3:20])[C:12]=1[N:13]1[CH2:18][CH2:17][CH2:16][CH2:15][CH2:14]1)[CH2:6][OH:7] |f:2.3.4.5.6.7|. Reported procedure: A solution of 25 g. of methyl 3,5-bis(dimethylamino)-4-piperidinobenzoate in 150 ml. of absolute tetrahydrofuran was added dropwise to a solution of lithium aluminum hydride in 300 ml. of absolute tetrahydrofuran, and the mixture was boiled under reflux for 3 hours. After cooling, the excess lithium aluminum hydride was cautiously decomposed with 100 ml. of ethyl acetate and then with 3 ml. of water and the sodium evaporated to dryness. The residue was taken up in water, the oily product extract... Starting materials: C=C1N2CCC(C1=O)CC2 (2-methylene-3-quinuclidinone), ClCCl (dichloromethane). Reaction conditions: time 8 hour. The product is C(CC)OCC1N2CCC(C1=O)CC2 (2-Propoxymethyl-1-aza-bicyclo[2.2.2]octan-3-one). As a reaction SMILES: [CH2:1]=[C:2]1[C:7](=[O:8])[CH:6]2[CH2:9][CH2:10][N:3]1[CH2:4][CH2:5]2.ClCCl>>[CH2:7]([O:8][CH2:1][CH:2]1[C:7](=[O:8])[CH:6]2[CH2:9][CH2:10][N:3]1[CH2:4][CH2:5]2)[CH2:6][CH3:5]. Reported procedure: To a stirred solution of 2-methylene-3-quinuclidinone (100 mg) in dry dichloromethane (5 ml) propanol (1 equiv., 0.04 ml) was added in presence of molecular sieves (4 Å). The reaction mixture was stirred at RT for overnight. The reaction mixture was filtered and the filtrate was concentrate to get crude product, which was purified (70 mg, 50%) by column chromatography on silica gel using 0.5% methanol in chloroform as eluent. Starting materials: 31P, ClC1=CC=C(C=C1)NC(=O)N (p-chlorophenylurea), C1(=CC=CC=C1)P(OC1=CC=CC=C1)C1=CC=CC=C1 (phenyl diphenylphosphinite), 150g. The solvent is C1(=CC=CC=C1)C (toluene). The product is C1(=CC=CC=C1)P(C(CCC)NC(=O)NC1=CC=C(C=C1)Cl)(C1=CC=CC=C1)=O (Diphenyl{1-[3-(4-chlorophenyl)ureido]butyl}phosphine oxide). RXN SMILES: [Cl:1][C:2]1[CH:7]=[CH:6][C:5]([NH:8][C:9]([NH2:11])=[O:10])=[CH:4][CH:3]=1.[C:12]1([P:18]([C:26]2[CH:31]=[CH:30][CH:29]=[CH:28][CH:27]=2)[O:19]C2C=CC=CC=2)[CH:17]=[CH:16][CH:15]=[CH:14][CH:13]=1>C1(C)C=CC=CC=1>[C:26]1([P:18](=[O:19])([C:12]2[CH:13]=[CH:14][CH:15]=[CH:16][CH:17]=2)[CH:7]([NH:11][C:9]([NH:8][C:5]2[CH:4]=[CH:3][C:2]([Cl:1])=[CH:7][CH:6]=2)=[O:10])[CH2:2][CH2:3][CH3:4])[CH:27]=[CH:28][CH:29]=[CH:30][CH:31]=1. Reported procedure: A mixture of 0.15 mole each of p-chlorophenylurea, phenyl diphenylphosphinite, and n-butylraldehyde in 150g of toluene is warmed at reflux for 5.5 hr, giving a reaction mixture having a 31P nmr signal only at -36.8 ppm. When the toluene is removed at reduced pressure, the residue solidifies. Recrystallization of a portion from benzene gives a white solid: mp 275°-278° C.; 31P nmr -37.4 ppm; 1H nmr δ9.1 (s, 1, NHC6H4Cl), 6.4-8.1 (m, 15, aryl and CHNH), 5.1 (m, 1, PCH), 0.6-2.0 (m, 7, CH2CH2CH3). Reactants: CI, CC(C)=O, [K+], [K+], O=C([O-])[O-], C=CCC(CO)(CO)C(=O)O. Product: C=CCC(CO)(CO)C(=O)OC. RXN SMILES: [CH3:18][I:19].[CH3:20][C:21](=[O:22])[CH3:23].[K+:12].[K+:13].[O-:14][C:15]([O-:16])=[O:17].[OH:1][CH2:2][C:3]([C:4](=[O:5])[OH:6])([CH2:7][CH:8]=[CH2:9])[CH2:10][OH:11]>>[OH:1][CH2:2][C:3]([C:4](=[O:5])[O:6][CH3:15])([CH2:7][CH:8]=[CH2:9])[CH2:10][OH:11]. Starting materials: NS(=O)(=O)N (aminosulfonamide), ClCCCS(=O)(=O)N1CCC(CC1)C1=CNC2=C(C=C(C=C12)C1=CSC=C1)C(=O)N (3-{1-[(3-chloropropyl)sulfonyl]-4-piperidinyl}-5-(3-thienyl)-1H-indole-7-carboxamide), N1CCCC1 (pyrrolidine), C(=O)([O-])[O-].[K+].[K+] (K2CO3), [Na+].[I-] (NaI). Yields the product N1(CCCC1)CCCS(=O)(=O)N1CCC(CC1)C1=CNC2=C(C=C(C=C12)C1=CSC=C1)C(=O)N (3-(1-{[3-(1-pyrrolidinyl)propyl]sulfonyl}-4-piperidinyl)-5-(3-thienyl)-1H-indole-7-carboxamide). Yield: 38.6%. RXN SMILES: NS(N)(=O)=O.Cl[CH2:7][CH2:8][CH2:9][S:10]([N:13]1[CH2:18][CH2:17][CH:16]([C:19]2[C:27]3[C:22](=[C:23]([C:33]([NH2:35])=[O:34])[CH:24]=[C:25]([C:28]4[CH:32]=[CH:31][S:30][CH:29]=4)[CH:26]=3)[NH:21][CH:20]=2)[CH2:15][CH2:14]1)(=[O:12])=[O:11].[NH:36]1[CH2:40][CH2:39][CH2:38][CH2:37]1.C([O-])([O-])=O.[K+].[K+].[Na+].[I-]>>[N:36]1([CH2:7][CH2:8][CH2:9][S:10]([N:13]2[CH2:18][CH2:17][CH:16]([C:19]3[C:27]4[C:22](=[C:23]([C:33]([NH2:35])=[O:34])[CH:24]=[C:25]([C:28]5[CH:32]=[CH:31][S:30][CH:29]=5)[CH:26]=4)[NH:21][CH:20]=3)[CH2:15][CH2:14]2)(=[O:12])=[O:11])[CH2:40][CH2:39][CH2:38][CH2:37]1 |f:3.4.5,6.7|. Procedure details: Following the general procedure for aminosulfonamide formation outlined in example 2, 3-{1-[(3-chloropropyl)sulfonyl]-4-piperidinyl}-5-(3-thienyl)-1H-indole-7-carboxamide (55 mg, 0.12 mmol) and pyrrolidine (42.6 mg, 0.60 mmol) were allowed to react in the presence of K2CO3 (84.6 mg, 0.24 mmol) and NaI (Cat. 5 mg). The resulting residue was purified by reverse phase HPLC eluting with 10% B to 80% B, where A=H2O (0.1% trifluoroacetic acid) and B=CH3CN (0.1% trifluoroacetic acid) to give the title ... The product is C(C)OC(C(=O)NC1=CC(=CC=C1)OCCCOC1=C(C(=C(C=C1)C(C)=O)O)CCC)=O (N-{3-[3-(4-acetyl-3-hydroxy-2-n-propylphenoxy)-propoxy]-phenyl}-oxamic acid ethyl ester). Reaction SMILES: B(Br)(Br)Br.[CH2:5]([O:7][C:8](=[O:37])[C:9]([NH:11][C:12]1[CH:17]=[CH:16][CH:15]=[C:14]([O:18][CH2:19][CH2:20][CH2:21][O:22][C:23]2[CH:28]=[CH:27][C:26]([C:29](=[O:31])[CH3:30])=[C:25]([O:32]C)[C:24]=2[CH2:34][CH2:35][CH3:36])[CH:13]=1)=[O:10])[CH3:6].O>C(Cl)Cl>[CH2:5]([O:7][C:8](=[O:37])[C:9]([NH:11][C:12]1[CH:17]=[CH:16][CH:15]=[C:14]([O:18][CH2:19][CH2:20][CH2:21][O:22][C:23]2[CH:28]=[CH:27][C:26]([C:29](=[O:31])[CH3:30])=[C:25]([OH:32])[C:24]=2[CH2:34][CH2:35][CH3:36])[CH:13]=1)=[O:10])[CH3:6]. The solvent is C(Cl)Cl (methylene chloride). Reported procedure: In the course of 5 minutes 3.0 g of boron tribromide are added dropwise to a solution, cooled to -78° C., of 2.2 g of N-{3-[3-(4-acetyl-3-methoxy-2-n-propylphenoxy)-propoxy]-phenyl}-oxamic acid ethyl ester in 20 ml of methylene chloride. The whole is then stirred for 6 hours at room temperature. While cooling, 5 ml of water are added and the organic phase is separated off and concentrated by evaporation under reduced pressure. After recrystallisation from methylene chloride/ether there is obtain... Run at time 6 hour. Starting materials: B(Br)(Br)Br (boron tribromide), C(C)OC(C(=O)NC1=CC(=CC=C1)OCCCOC1=C(C(=C(C=C1)C(C)=O)OC)CCC)=O (N-{3-[3-(4-acetyl-3-methoxy-2-n-propylphenoxy)-propoxy]-phenyl}-oxamic acid ethyl ester), O (water).